Dataset: the Open Reaction Database (ORD), a public repository of structured organic reaction records. Task: describe an organic reaction: reactants, conditions, products, and yield The product is CC(NC(=O)C1CCC(CNC(=O)OCc2ccccc2)CC1)C(=O)c1cccc(C(F)(F)F)c1. Starting materials: O=C(NCC1CCC(C(=O)NCC(=O)c2cccc(C(F)(F)F)c2)CC1)OCc1ccccc1, CI, [H-], [Na+], CN(C)C=O. Reaction SMILES: [CH2:1]([c:2]1[cH:3][cH:4][cH:5][cH:6][cH:7]1)[O:8][C:9]([NH:10][CH2:11][CH:12]1[CH2:13][CH2:14][CH:15]([C:18]([NH:19][CH2:20][C:21]([c:22]2[cH:23][c:24]([C:28]([F:29])([F:30])[F:31])[cH:25][cH:26][cH:27]2)=[O:32])=[O:33])[CH2:16][CH2:17]1)=[O:34].[CH3:37][I:38].[H-:36].[Na+:35].[O:39]=[CH:40][N:41]([CH3:42])[CH3:43]>>[CH2:1]([c:2]1[cH:3][cH:4][cH:5][cH:6][cH:7]1)[O:8][C:9]([NH:10][CH2:11][CH:12]1[CH2:13][CH2:14][CH:15]([C:18]([NH:19][CH:20]([C:21]([c:22]2[cH:23][c:24]([C:28]([F:29])([F:30])[F:31])[cH:25][cH:26][cH:27]2)=[O:32])[CH3:37])=[O:33])[CH2:16][CH2:17]1)=[O:34]. The reactants are NC(CO)Cc1ccc(Cl)cc1, Cc1ccc(C(=O)O)c(NS(=O)(=O)c2cccc3nsnc23)c1. The product is Cc1ccc(C(=O)NC(CO)Cc2ccc(Cl)cc2)c(NS(=O)(=O)c2cccc3nsnc23)c1. As a reaction SMILES: [NH2:24][CH:25]([CH2:26][OH:27])[CH2:28][c:29]1[cH:30][cH:31][c:32]([Cl:35])[cH:33][cH:34]1.[n:1]1[c:2]2[c:3]([n:4][s:5]1)[c:6]([S:10](=[O:11])(=[O:12])[NH:13][c:14]1[c:15]([C:16](=[O:17])[OH:18])[cH:19][cH:20][c:21]([CH3:23])[cH:22]1)[cH:7][cH:8][cH:9]2>>[n:1]1[c:2]2[c:3]([n:4][s:5]1)[c:6]([S:10](=[O:11])(=[O:12])[NH:13][c:14]1[c:15]([C:16](=[O:17])[NH:24][CH:25]([CH2:26][OH:27])[CH2:28][c:29]3[cH:30][cH:31][c:32]([Cl:35])[cH:33][cH:34]3)[cH:19][cH:20][c:21]([CH3:23])[cH:22]1)[cH:7][cH:8][cH:9]2. The reactants are CS(=O)(=O)CC1=CC=C(C=N1)OC=1C=C2C=C(NC2=C(C1)OC1CCOCC1)C(=O)N (5-({6-[(methylsulfonyl)methyl]pyridin-3-yl}oxy)-7-(tetrahydro-2H-pyran-4-yloxy)-1H-indole-2-carboxamide), COC=1C=CC(=CC1)P2(=S)SP(=S)(S2)C=3C=CC(=CC3)OC (Lawesson's reagent), CCCCCC (hexane), C(C)(=O)OCC (ethyl acetate). Solvent: O1CCCC1 (tetrahydrofuran). Yields the product CS(=O)(=O)CC1=CC=C(C=N1)OC=1C=C2C=C(NC2=C(C1)OC1CCOCC1)C(N)=S (5-({6-[(Methylsulfonyl)methyl]pyridin-3-yl}oxy)-7-(tetrahydro-2H-pyran-4-yloxy)-1H-indole-2-carbothioamide). Isolated yield 72.7%. RXN SMILES: [CH3:1][S:2]([CH2:5][C:6]1[N:11]=[CH:10][C:9]([O:12][C:13]2[CH:14]=[C:15]3[C:19](=[C:20]([O:22][CH:23]4[CH2:28][CH2:27][O:26][CH2:25][CH2:24]4)[CH:21]=2)[NH:18][C:17]([C:29]([NH2:31])=O)=[CH:16]3)=[CH:8][CH:7]=1)(=[O:4])=[O:3].COC1C=CC(P2(SP(C3C=CC(OC)=CC=3)(=S)S2)=[S:41])=CC=1.C(OCC)(=O)C.CCCCCC>O1CCCC1>[CH3:1][S:2]([CH2:5][C:6]1[N:11]=[CH:10][C:9]([O:12][C:13]2[CH:14]=[C:15]3[C:19](=[C:20]([O:22][CH:23]4[CH2:24][CH2:25][O:26][CH2:27][CH2:28]4)[CH:21]=2)[NH:18][C:17]([C:29](=[S:41])[NH2:31])=[CH:16]3)=[CH:8][CH:7]=1)(=[O:4])=[O:3]. Procedure: To a solution of 5-({6-[(methylsulfonyl)methyl]pyridin-3-yl}oxy)-7-(tetrahydro-2H-pyran-4-yloxy)-1H-indole-2-carboxamide (3.0 g) in tetrahydrofuran (20 mL) was added a Lawesson's reagent (3.0 g), and the mixture was stirred with heating under reflux for 1 hr. The reaction mixture was cooled, and concentrated under reduced pressure. The obtained crude product was subjected to silica gel column chromatography (ethyl acetate:hexane=0:100 to 100:0, volume ratio) to give the title compound (2.26 g, y... Reactants: CC(=O)OO, Cc1ccncc1Oc1ccccc1, CC(=O)O, CC(C)O, ClCCl. Product: Cc1cc[n+]([O-])cc1Oc1ccccc1. Reaction SMILES: [C:15]([O:16][OH:18])(=[O:17])[CH3:19].[CH3:1][c:2]1[c:3]([O:8][c:9]2[cH:10][cH:11][cH:12][cH:13][cH:14]2)[cH:4][n:5][cH:6][cH:7]1.[CH3:24][C:25](=[O:26])[OH:27].[CH:20]([OH:21])([CH3:22])[CH3:23].[Cl:28][CH2:29][Cl:30]>>[CH3:1][c:2]1[c:3]([O:8][c:9]2[cH:10][cH:11][cH:12][cH:13][cH:14]2)[cH:4][n+:5]([O-:17])[cH:6][cH:7]1. Reactants: solid, BrC1=CC(=CC=2C(=C3N(C12)CCNC3=O)C)Cl (6-bromo-8-chloro-10-methyl-3,4-dihydro-2H-pyrazino[1,2-a]indol-1-one), BrC1=CC(=CC=2C(=C3N(C12)CCNC3=O)C)Cl (6-bromo-8-chloro-10-methyl-3,4-dihydro-2H-pyrazino[1,2-a]indol-1-one), ClC1=CC(=C(C=C1)B(O)O)F (4-chloro-2-fluoro-phenylboronic acid). The product is ClC1=CC=2C(=C3N(C2C(=C1)C1=C(C=C(C=C1)Cl)F)CCNC3=O)C (8-Chloro-6-(4-chloro-2-fluoro-phenyl)-10-methyl-3,4-dihydro-2H-pyrazino[1,2-a]indol-1-one). Reaction SMILES: Br[C:2]1[C:10]2[N:9]3[CH2:11][CH2:12][NH:13][C:14](=[O:15])[C:8]3=[C:7]([CH3:16])[C:6]=2[CH:5]=[C:4]([Cl:17])[CH:3]=1.[Cl:18][C:19]1[CH:24]=[CH:23][C:22](B(O)O)=[C:21]([F:28])[CH:20]=1>>[Cl:17][C:4]1[CH:3]=[C:2]([C:22]2[CH:23]=[CH:24][C:19]([Cl:18])=[CH:20][C:21]=2[F:28])[C:10]2[N:9]3[CH2:11][CH2:12][NH:13][C:14](=[O:15])[C:8]3=[C:7]([CH3:16])[C:6]=2[CH:5]=1. Reported procedure: The title compound, white solid (55 mg, 61%), MS (ISP) m/z=363.4 [(M+H)+], mp 251.5° C., was prepared in accordance with the general method of example 1 from 6-bromo-8-chloro-10-methyl-3,4-dihydro-2H-pyrazino[1,2-a]indol-1-one (intermediate 12) (78.4 mg, 0.25 mmol) and commercially available 4-chloro-2-fluoro-phenylboronic acid (56.7 mg, 0.325 mmol).